Task: describe an organic reaction: reactants, conditions, products, and yield. Dataset: the Open Reaction Database (ORD), a public repository of structured organic reaction records The reactants are COC(C1=CC(C(=O)OC)=CC(=C1)OCCCCCCCCCCCCCC)=O (Dimethyl-5-tetradecyloxyisophthalate), [H-].[Al+3].[Li+].[H-].[H-].[H-] (lithium aluminum hydride). Solvent: CCOCC (Et2O). Yields the product C(CCCCCCCCCCCCC)OC1=CC(=CC(=C1)CO)CO (1-Tetradecyloxy-3,5-bis(hydroxymethyl)benzene). Isolated yield 53.3%. As a reaction SMILES: C[O:2][C:3](=O)[C:4]1[CH:13]=[C:12]([O:14][CH2:15][CH2:16][CH2:17][CH2:18][CH2:19][CH2:20][CH2:21][CH2:22][CH2:23][CH2:24][CH2:25][CH2:26][CH2:27][CH3:28])[CH:11]=[C:6]([C:7](OC)=[O:8])[CH:5]=1.[H-].[Al+3].[Li+].[H-].[H-].[H-]>CCOCC>[CH2:15]([O:14][C:12]1[CH:11]=[C:6]([CH2:7][OH:8])[CH:5]=[C:4]([CH2:3][OH:2])[CH:13]=1)[CH2:16][CH2:17][CH2:18][CH2:19][CH2:20][CH2:21][CH2:22][CH2:23][CH2:24][CH2:25][CH2:26][CH2:27][CH3:28] |f:1.2.3.4.5.6|. Reported procedure: The product was generated using general protocol E using dimethyl-5-tetradecyloxyisophthalate (D9, 1.171 g, 2.88 mmol), lithium aluminum hydride (0.253 g, 6.34 mmol), Et2O (40 mL) yielded 0.538 g (53.3%) of a white solid. 1H NMR (CDCl3, 300 MHz) δ: 6.9336 (s, 1H, Ar—H), 6.8501 (s, 2H, Ar—H), 4.6821 (s, 4H, Ar—CH2), 3.9708 (t, 2H, O—CH2, 3J=6.58 Hz), 1.7784 (p, 2H, O—CH2—CH2, 3J=7.16 Hz), 1.6328 (t, 2H, O—H), 1.4483 (p, 2H, O—CH2—CH2—CH2, 3J=7.58 Hz), 1.2625 (m, 20H), 0.8810 (t, 3H, CH2—CH3, 3J=6... Starting materials: COC1=CC=C(CNC2=C(C(=NC3=CC=CC(=C23)C)C)C(=O)OCC)C=C1 (Ethyl 4-(4-methoxybenzylamino)-2,5-dimethylquinoline-3-carboxylate), resultant solution. The solvent is C(=O)(C(F)(F)F)O (TFA). The product is NC1=C(C(=NC2=CC=CC(=C12)C)C)C(=O)OCC (ethyl 4-amino-2,5-dimethylquinoline-3-carboxylate). As a reaction SMILES: COC1C=CC(C[NH:8][C:9]2[C:18]3[C:13](=[CH:14][CH:15]=[CH:16][C:17]=3[CH3:19])[N:12]=[C:11]([CH3:20])[C:10]=2[C:21]([O:23][CH2:24][CH3:25])=[O:22])=CC=1>C(O)(C(F)(F)F)=O>[NH2:8][C:9]1[C:18]2[C:13](=[CH:14][CH:15]=[CH:16][C:17]=2[CH3:19])[N:12]=[C:11]([CH3:20])[C:10]=1[C:21]([O:23][CH2:24][CH3:25])=[O:22]. Procedure details: Ethyl 4-(4-methoxybenzylamino)-2,5-dimethylquinoline-3-carboxylate (Example 12a, 0.563 g, 1.54 mmol) was dissolved in TFA (8 mL) and the resultant solution was stirred at room temperature for 15 minutes, TFA was then removed under vacuum to give the crude ethyl 4-amino-2,5-dimethylquinoline-3-carboxylate product, which was dissolved in EtOH (4 mL). To this solution was added NaOH (4.0 N, 3.86 mL) and the reaction mixture was stirred at 100° C. for 1 hr. Water (25 mL) was added, and the solvent w... The reactants are [Al+3], ClCCl, [Cl-], [Cl-], [Cl-], O=C(Cl)C(=O)Cl, O=C(O)CCOc1ccccc1F, CN(C)C=O, O. Product: O=C1CCOc2c(F)cccc21. As a reaction SMILES: [Al+3:26].[CH2:29]([Cl:30])[Cl:31].[Cl-:25].[Cl-:27].[Cl-:28].[Cl:1][C:2]([C:3]([Cl:4])=[O:5])=[O:6].[F:12][c:13]1[c:14]([O:15][CH2:16][CH2:17][C:18](=[O:19])[OH:20])[cH:21][cH:22][cH:23][cH:24]1.[O:7]=[CH:8][N:9]([CH3:10])[CH3:11].[OH2:32]>>[F:12][c:13]1[c:14]2[c:21]([cH:22][cH:23][cH:24]1)[C:18](=[O:20])[CH2:17][CH2:16][O:15]2. Starting materials: C1CCOC1, O, Cc1nc(-c2ccccc2)nc(-c2cccc([N+](=O)[O-])c2)c1C(C)O, BrP(Br)Br. Yields the product Cc1nc(-c2ccccc2)nc(-c2cccc([N+](=O)[O-])c2)c1C(C)Br. Reaction SMILES: [O:31]1[CH2:32][CH2:33][CH2:34][CH2:35]1.[OH2:30].[OH:1][CH:2]([CH3:3])[c:4]1[c:5](-[c:17]2[cH:18][c:19]([N+:23](=[O:24])[O-:25])[cH:20][cH:21][cH:22]2)[n:6][c:7](-[c:11]2[cH:12][cH:13][cH:14][cH:15][cH:16]2)[n:8][c:9]1[CH3:10].[P:26]([Br:27])([Br:28])[Br:29]>>[CH:2]([CH3:3])([c:4]1[c:5](-[c:17]2[cH:18][c:19]([N+:23](=[O:24])[O-:25])[cH:20][cH:21][cH:22]2)[n:6][c:7](-[c:11]2[cH:12][cH:13][cH:14][cH:15][cH:16]2)[n:8][c:9]1[CH3:10])[Br:27]. Reactants: C1NC(CC=2C3=CC=CC=C3NC12)C(=O)O ((3RS)-1,2,3,4-tetrahydro-β-carboline-3-carboxylic acid), BrCC1=CC=C(C(=O)O)C=C1 (4-bromomethylbenzoic acid), [OH-].[Na+] (NaOH), C(=S)=S (carbon disulfide). Run in CS(=O)C (dimethylsulfoxide). Product: C(=O)(O)C1=CC=C(CSC(=S)N2CC=3NC4=CC=CC=C4C3CC2C(=O)O)C=C1 ((3RS)-2-[(4-Carboxybenzylthio)thiocarbonyl]-1,2,3,4-tetrahydro-β-carboline-3-carboxylic acid). Isolated yield 57.7%. As a reaction SMILES: [CH2:1]1[C:13]2[NH:12][C:11]3[C:6](=[CH:7][CH:8]=[CH:9][CH:10]=3)[C:5]=2[CH2:4][CH:3]([C:14]([OH:16])=[O:15])[NH:2]1.[OH-].[Na+].[C:19](=[S:21])=[S:20].Br[CH2:23][C:24]1[CH:32]=[CH:31][C:27]([C:28]([OH:30])=[O:29])=[CH:26][CH:25]=1>CS(C)=O>[C:28]([C:27]1[CH:31]=[CH:32][C:24]([CH2:23][S:20][C:19]([N:2]2[CH:3]([C:14]([OH:16])=[O:15])[CH2:4][C:5]3[C:6]4[C:11](=[CH:10][CH:9]=[CH:8][CH:7]=4)[NH:12][C:13]=3[CH2:1]2)=[S:21])=[CH:25][CH:26]=1)([OH:30])=[O:29] |f:1.2|. Procedure: In the same manner as described in Example 16, (3RS)-1,2,3,4-tetrahydro-β-carboline-3-carboxylic acid (1.08 g), 10N NaOH (1.5 ml), carbon disulfide (456 mg), dimethylsulfoxide and 4-bromomethylbenzoic acid (1.29 g) are reacted and treated. The product is crystallized from chloroform to give the title compound (1.23 g, 53%), m.p. 152°-153° C. (decomp.). Reactants: ClC=1C=CC(=C(NC(C(=O)OCC)=O)C1)O (ethyl 5-chloro-2-hydroxyoxanilate), 1, [OH-].[Na+] (sodium hydroxide). Run in C(C)O (ethanol). Run at temperature 60 celsius, time 1 hour. The product is ClC=1C=CC(=C(NC(C(=O)[O-])=O)C1)O.[Na+] (sodium 5-chloro-2-hydroxyoxanilate). Reaction SMILES: [Cl:1][C:2]1[CH:3]=[CH:4][C:5]([OH:16])=[C:6]([CH:15]=1)[NH:7][C:8](=[O:14])[C:9]([O:11]CC)=[O:10].[OH-].[Na+:18]>C(O)C>[Cl:1][C:2]1[CH:3]=[CH:4][C:5]([OH:16])=[C:6]([CH:15]=1)[NH:7][C:8](=[O:14])[C:9]([O-:11])=[O:10].[Na+:18] |f:1.2,4.5|. Reported procedure: A mixture of 2 g of ethyl 5-chloro-2-hydroxyoxanilate, 50 ml of ethanol, and 8.2 ml of a 1 normal sodium hydroxide solution was stirred for one hour at 60° C. The reaction mixture was concentrated under reduced pressure and the crystals formed were recovered and dissolved in 100 ml of water. Activated carbon was added to the solution and after filtering the mixture, the filtrate was concentrated under reduced pressure to 10 ml. After adding 10 ml of water to the concentrate, the mixture was allo... Reactants: CCO, N#Cc1c(F)ccc(OCc2nc(-c3ccc(Cl)cc3)ns2)c1F, Cl, NO, [Na+], [OH-]. Yields the product N=C(NO)c1c(F)ccc(OCc2nc(-c3ccc(Cl)cc3)ns2)c1F. As a reaction SMILES: [CH3:30][CH2:31][OH:32].[Cl:1][c:2]1[cH:3][cH:4][c:5](-[c:8]2[n:9][s:10][c:11]([CH2:13][O:14][c:15]3[c:16]([F:24])[c:17]([C:18]#[N:19])[c:20]([F:23])[cH:21][cH:22]3)[n:12]2)[cH:6][cH:7]1.[ClH:25].[NH2:26][OH:27].[Na+:29].[OH-:28]>>[Cl:1][c:2]1[cH:3][cH:4][c:5](-[c:8]2[n:9][s:10][c:11]([CH2:13][O:14][c:15]3[c:16]([F:24])[c:17]([C:18](=[NH:19])[NH:26][OH:27])[c:20]([F:23])[cH:21][cH:22]3)[n:12]2)[cH:6][cH:7]1. Reactants: ClC=1C=C(C(=O)OC)C=CN1 (Methyl 2-chloroisonicotinate), [Br-].FC=1C=C(C[Zn+])C=CC1F ((3,4-Difluorobenzyl)zinc(II) bromide). The reagents and catalysts are C=1C=CC(=CC1)[P](C=2C=CC=CC2)(C=3C=CC=CC3)[Pd]([P](C=4C=CC=CC4)(C=5C=CC=CC5)C=6C=CC=CC6)([P](C=7C=CC=CC7)(C=8C=CC=CC8)C=9C=CC=CC9)[P](C=1C=CC=CC1)(C=1C=CC=CC1)C=1C=CC=CC1 (Pd(PPh3)4). Solvent: C1CCOC1 (THF). Conditions: temperature 60 celsius, time 8 hour. Product: FC=1C=C(CC=2C=C(C(=O)OC)C=CN2)C=CC1F (methyl 2-(3,4-difluorobenzyl)isonicotinate). Isolated yield 89.6%. RXN SMILES: Cl[C:2]1[CH:3]=[C:4]([CH:9]=[CH:10][N:11]=1)[C:5]([O:7][CH3:8])=[O:6].[Br-].[F:13][C:14]1[CH:15]=[C:16]([CH:19]=[CH:20][C:21]=1[F:22])[CH2:17][Zn+]>C1COCC1.C1C=CC([P]([Pd]([P](C2C=CC=CC=2)(C2C=CC=CC=2)C2C=CC=CC=2)([P](C2C=CC=CC=2)(C2C=CC=CC=2)C2C=CC=CC=2)[P](C2C=CC=CC=2)(C2C=CC=CC=2)C2C=CC=CC=2)(C2C=CC=CC=2)C2C=CC=CC=2)=CC=1>[F:13][C:14]1[CH:15]=[C:16]([CH:19]=[CH:20][C:21]=1[F:22])[CH2:17][C:2]1[CH:3]=[C:4]([CH:9]=[CH:10][N:11]=1)[C:5]([O:7][CH3:8])=[O:6] |f:1.2,^1:31,33,52,71|. Procedure: Methyl 2-chloroisonicotinate (5.6 g, 32.64 mmol) and Pd(PPh3)4 (0.754 g, 0.65 mmol) were dissolved in THF (100 mL) under nitrogen. (3,4-Difluorobenzyl)zinc(II) bromide (0.5 M in THF) (100 mL, 50.00 mmol) was added and the brown solution was stirred at 60° C. overnight. The reaction was quenched by addition of methanol (50 mL). The solution was diluted with EtOAc and washed with NH4Cl (aq). The organic layer was dried over MgSO4, filtered and evaporated to yield a yellow oil. The compound was pur... Reactants: FC(C(C(S(=O)(=O)OC(C(=O)OC(C)(C)C)C)(F)F)(F)F)(C(F)(F)F)F (tert-butyl nonafluorobutanesulphonyloxypropionate), FC(C(C(C(S(=O)(=O)OS(=O)(=O)C(C(C(C(F)(F)F)(F)F)(F)F)(F)F)(F)F)(F)F)(F)F)(F)F (nonafluorobutanesulphonic anhydride). The product is FC(C(C(S(=O)(=O)O[C@H](C(=O)OC(C)(C)C)C)(F)F)(F)F)(C(F)(F)F)F (Tert-Butyl (S)-2-(Nonafluorobutane-1-Sulphonyloxy)Propionate). Isolated yield 82.0%. As a reaction SMILES: [F:1][C:2]([F:26])([C:22]([F:25])([F:24])[F:23])[C:3]([F:21])([F:20])[C:4]([F:19])([F:18])[S:5]([O:8][CH:9]([CH3:17])[C:10]([O:12][C:13]([CH3:16])([CH3:15])[CH3:14])=[O:11])(=[O:7])=[O:6].FC(F)(F)C(F)(F)C(F)(F)C(F)(F)S(OS(C(F)(F)C(F)(F)C(F)(F)C(F)(F)F)(=O)=O)(=O)=O>>[F:26][C:2]([F:1])([C:22]([F:23])([F:24])[F:25])[C:3]([F:21])([F:20])[C:4]([F:19])([F:18])[S:5]([O:8][C@@H:9]([CH3:17])[C:10]([O:12][C:13]([CH3:16])([CH3:15])[CH3:14])=[O:11])(=[O:7])=[O:6]. Reported procedure: The production of tert-butyl nonafluorobutanesulphonyloxypropionate was effected with nonafluorobutanesulphonic anhydride as in example 1 with a yield of 82% (ee>99%).